From a dataset of the Open Reaction Database (ORD), a public repository of structured organic reaction records. describe an organic reaction: reactants, conditions, products, and yield Reactants: CC(=O)O, [Cl-], Cl, O=[N+]([O-])c1cc2cccnc2c2ncccc12, [Na+], [OH-]. Yields the product Nc1cc2cccnc2c2ncccc12. RXN SMILES: [CH3:21][C:22](=[O:23])[OH:24].[Cl-:18].[ClH:25].[N+:1]([O-:2])(=[O:3])[c:4]1[c:5]2[cH:6][cH:7][cH:8][n:9][c:10]2[c:11]2[n:12][cH:13][cH:14][cH:15][c:16]2[cH:17]1.[Na+:20].[OH-:19]>>[NH2:1][c:4]1[c:5]2[cH:6][cH:7][cH:8][n:9][c:10]2[c:11]2[n:12][cH:13][cH:14][cH:15][c:16]2[cH:17]1. Reactants: BrC(Br)(Br)Br, CCCCN(C)C(=O)CCCCCC#CCO, ClCCl, c1ccc(P(c2ccccc2)c2ccccc2)cc1. Product: CCCCN(C)C(=O)CCCCCC#CCBr. RXN SMILES: [C:18]([Br:19])([Br:20])([Br:21])[Br:22].[CH2:1]([CH2:2][CH2:3][CH3:4])[N:5]([C:6]([CH2:7][CH2:8][CH2:9][CH2:10][CH2:11][C:12]#[C:13][CH2:14][OH:15])=[O:16])[CH3:17].[CH2:42]([Cl:43])[Cl:44].[c:23]1([P:24]([c:25]2[cH:26][cH:27][cH:28][cH:29][cH:30]2)[c:31]2[cH:32][cH:33][cH:34][cH:35][cH:36]2)[cH:37][cH:38][cH:39][cH:40][cH:41]1>>[CH2:1]([CH2:2][CH2:3][CH3:4])[N:5]([C:6]([CH2:7][CH2:8][CH2:9][CH2:10][CH2:11][C:12]#[C:13][CH2:14][Br:19])=[O:16])[CH3:17]. Yields the product CNC1=NC=C(C=C1NC(=O)C=1C(=NC=NC1)SCC)C(F)(F)F (4-ethylsulfanylpyrimidine-5-carboxylic acid (2-methylamino-5-trifluoromethylpyridin-3-yl)-amide). Yield: 100.0%. The reagents and catalysts are C=1C=CC2=C(C1)N=NN2O (HOBt). Solvent: O (Water). RXN SMILES: [CH3:1][NH:2][C:3]1[C:8]([NH2:9])=[CH:7][C:6]([C:10]([F:13])([F:12])[F:11])=[CH:5][N:4]=1.[CH2:14]([S:16][C:17]1[C:22]([C:23](O)=[O:24])=[CH:21][N:20]=[CH:19][N:18]=1)[CH3:15].CCN=C=NCCCN(C)C.Cl.N1C=CC=CC=1>C1C=CC2N(O)N=NC=2C=1.O>[CH3:1][NH:2][C:3]1[C:8]([NH:9][C:23]([C:22]2[C:17]([S:16][CH2:14][CH3:15])=[N:18][CH:19]=[N:20][CH:21]=2)=[O:24])=[CH:7][C:6]([C:10]([F:13])([F:11])[F:12])=[CH:5][N:4]=1 |f:2.3|. Conditions: temperature 60 celsius, time 4 hour. The reactants are CNC1=NC=C(C=C1N)C(F)(F)F (N2-methyl-5-trifluoromethylpyridine-2,3-diamine), C(C)SC1=NC=NC=C1C(=O)O (4-ethylsulfanylpyrimidine-5-carboxylic acid), CCN=C=NCCCN(C)C.Cl (EDCI hydrochloride), N1=CC=CC=C1 (pyridine). Procedure details: A mixture of 1.04 g of N2-methyl-5-trifluoromethylpyridine-2,3-diamine, 1.00 g of 4-ethylsulfanylpyrimidine-5-carboxylic acid, 1.57 g of EDCI hydrochloride, 73 mg of HOBt and 5 ml of pyridine was stirred at 60° C. for 4 hours. Water was poured to the cooled reaction mixture, and the mixture was extracted with ethyl acetate. The organic layer was washed with water, then dried over anhydrous magnesium sulfate and concentrated under reduced pressure to obtain 1.94 g of 4-ethylsulfanylpyrimidine-5-c... The reactants are Cl(=O)(=O)(=O)[O-].ClC(=NC=[N+](C)C)C(=CN(C)C)C#N (N-(3-chloro-4-cyano-5-dimethylamino-2-aza-2,4-pentadienylidene)-N,N-dimethyl ammonium perchlorate), C1(O)=C(O)C(O)=CC=C1 (pyrogallol), ice. Solvent: O (water), C(C)O (ethanol). Yields the product ClC(=C(C#N)C=O)N=CN(C)C (3-chloro-5-dimethylamino-2-formyl-4-aza-2,4-pentadienenitrile). The yield is 8968.5%. Reaction SMILES: Cl([O-])(=O)(=O)=O.[Cl:6][C:7]([C:13]([C:18]#N)=[CH:14][N:15](C)C)=[N:8][CH:9]=[N+:10]([CH3:12])[CH3:11].C1(C=CC=C(O)C=1O)[OH:21]>O.C(O)C>[Cl:6][C:7]([N:8]=[CH:9][N:10]([CH3:12])[CH3:11])=[C:13]([CH:18]=[O:21])[C:14]#[N:15] |f:0.1|. Reported procedure: 31.4 g of N-(3-chloro-4-cyano-5-dimethylamino-2-aza-2,4-pentadienylidene)-N,N-dimethyl ammonium perchlorate and 0.1 g of pyrogallol are stirred in a mixture of 140 ml of water and 200 ml of ethanol for one hour at 25° to 30° C. Precipitaion of reaction products is completed by addition of 500 g of ice. Vacuum filtration is then carried out. This is followed by washing with cold water. Drying is effected at 20°C over P2O5. 13.2 g (71.2%) of 3-chloro-5-dimethylamino-2-formyl-4-aza-2,4-pentadieneni... Reactants: N1=C(C=CC=C1)C=1NC2=C(N1)C=CC=C2 (2-(2-pyridyl)benzimidazole), C([O-])([O-])=O.[Cs+].[Cs+] (cesium carbonate), N1N=C(C=C1)CO ((1H-pyrazol-3-yl)methanol), BrC1=C(C=CC(=C1)I)OC (2-bromo-4-iodo-1-methoxybenzene). The reagents and catalysts are [Cu]I (copper (I) iodide). Solvent: CN(C)C=O (DMF), CCOC(=O)C (EtOAc). Run at temperature 60 celsius. Yields the product BrC=1C=C(C=CC1OC)N1N=C(C=C1)CO ((1-(3-bromo-4-methoxyphenyl)-1H-pyrazol-3-yl)methanol). The yield is 77.9%. Reaction SMILES: N1C=CC=CC=1C1NC2C=CC=CC=2N=1.C(=O)([O-])[O-].[Cs+].[Cs+].[NH:22]1[CH:26]=[CH:25][C:24]([CH2:27][OH:28])=[N:23]1.[Br:29][C:30]1[CH:35]=[C:34](I)[CH:33]=[CH:32][C:31]=1[O:37][CH3:38]>CCOC(C)=O.[Cu]I.CN(C=O)C>[Br:29][C:30]1[CH:35]=[C:34]([N:22]2[CH:26]=[CH:25][C:24]([CH2:27][OH:28])=[N:23]2)[CH:33]=[CH:32][C:31]=1[O:37][CH3:38] |f:1.2.3|. Procedure details: To a 100 mL round bottom flask was added copper (I) iodide (30.4 mg, 0.16 mmol), 2-(2-pyridyl)benzimidazole (31.2 mg, 0.16 mmol), cesium carbonate (625 mg, 1.92 mmol) and DMF (5.3 mL). The reaction mixture was heated to 60° C. for 1 h then (1H-pyrazol-3-yl)methanol (235 mg, 2.40 mmol) and 2-bromo-4-iodo-1-methoxybenzene (500 mg, 1.60 mmol) were added and the mixture was heated at 100° C. for 18 hours. The reaction was cooled, diluted with EtOAc and filtered through celite. The filtrate was conce... Starting materials: ice, CO (methanol), CNC(=O)NC(=S)N1N=C(C2=C(CC1C)C=C1C(=C2)OCO1)C1=CC=C(C=C1)[N+](=O)[O-] ((±)-1-Methyl-3-{8-methyl-5-(4-nitrophenyl)-8,9-dihydro-7H-1,3-dioxolo[4,5-h][2,3]benzodiazepine-7-carbothioyl}-urea), BrBr (bromine). The solvent is C(Cl)(Cl)Cl (chloroform), C(Cl)(Cl)Cl (chloroform), C(Cl)(Cl)Cl (chloroform). Yields the product CC1N(N=C(C2=C(C1)C=C1C(=C2)OCO1)C1=CC=C(C=C1)[N+](=O)[O-])C1=NC(N(S1)C)=O ((±)-8-Methyl-7-(2-methyl-3-oxo-2,3-dihydro-1,2,4-thiadiazol-5-yl)-5-(4-nitrophenyl)-8,9-dihydro-7H-1,3-dioxolo[4,5-h][2,3]benzodiazepine). The yield is 81.9%. Reaction SMILES: [CH3:1][NH:2][C:3]([NH:5][C:6]([N:8]1[CH:14]([CH3:15])[CH2:13][C:12]2[CH:16]=[C:17]3[O:22][CH2:21][O:20][C:18]3=[CH:19][C:11]=2[C:10]([C:23]2[CH:28]=[CH:27][C:26]([N+:29]([O-:31])=[O:30])=[CH:25][CH:24]=2)=[N:9]1)=[S:7])=[O:4].BrBr.CO>C(Cl)(Cl)Cl>[CH3:15][CH:14]1[CH2:13][C:12]2[CH:16]=[C:17]3[O:22][CH2:21][O:20][C:18]3=[CH:19][C:11]=2[C:10]([C:23]2[CH:28]=[CH:27][C:26]([N+:29]([O-:31])=[O:30])=[CH:25][CH:24]=2)=[N:9][N:8]1[C:6]1[S:7][N:2]([CH3:1])[C:3](=[O:4])[N:5]=1. Procedure: To an ice cooled stirred solution of 0.44 g (1.0 mmol) of the starting material XXVII in 8 ml of chloroform a solution of 0.19 g (1.2 mmol) of bromine in 3 ml of chloroform was added. After 0.5 h the reaction mixture was diluted with 15 ml of chloroform and washed with sodium hydrogen carbonate solution and water. The residue obtained on concentration was stirred with methanol and filtered to yield 0.36 g (82%) of the title compound. Mp.: 296° C. after recrystallization from ethyl acetate. Starting materials: CS(=O)(=O)NC1=CC=C(C=C1)B(O)O ({4-[(methylsulfonyl)amino]phenyl}boronic acid), BrC1=CC=C(C=C1)OCC1CCN(CC1)C(=O)OC(C)C (1-methylethyl 4-{[(4-bromophenyl)oxy]methyl}-1-piperidinecarboxylate), C(=O)([O-])[O-].[Na+].[Na+] (Na2CO3). The reagents and catalysts are Cl[Pd]([P](C1=CC=CC=C1)(C2=CC=CC=C2)C3=CC=CC=C3)([P](C4=CC=CC=C4)(C5=CC=CC=C5)C6=CC=CC=C6)Cl (Pd(PPh3)2Cl2). Run in COCCOC (DME). The product is CS(=O)(=O)NC1=CC=C(C=C1)C1=CC=C(C=C1)OCC1CCN(CC1)C(=O)OC(C)C (1-Methylethyl 4-[({4′-[(methylsulfonyl)amino]-4-biphenylyl}oxy)methyl]-1-piperidinecarboxylate). Yield: 24.6%. Reaction SMILES: [CH3:1][S:2]([NH:5][C:6]1[CH:11]=[CH:10][C:9](B(O)O)=[CH:8][CH:7]=1)(=[O:4])=[O:3].Br[C:16]1[CH:21]=[CH:20][C:19]([O:22][CH2:23][CH:24]2[CH2:29][CH2:28][N:27]([C:30]([O:32][CH:33]([CH3:35])[CH3:34])=[O:31])[CH2:26][CH2:25]2)=[CH:18][CH:17]=1.C([O-])([O-])=O.[Na+].[Na+]>Cl[Pd](Cl)([P](C1C=CC=CC=1)(C1C=CC=CC=1)C1C=CC=CC=1)[P](C1C=CC=CC=1)(C1C=CC=CC=1)C1C=CC=CC=1.COCCOC>[CH3:1][S:2]([NH:5][C:6]1[CH:11]=[CH:10][C:9]([C:16]2[CH:17]=[CH:18][C:19]([O:22][CH2:23][CH:24]3[CH2:25][CH2:26][N:27]([C:30]([O:32][CH:33]([CH3:35])[CH3:34])=[O:31])[CH2:28][CH2:29]3)=[CH:20][CH:21]=2)=[CH:8][CH:7]=1)(=[O:4])=[O:3] |f:2.3.4,^1:44,63|. Reported procedure: The title compound (11 mg, 25%) was prepared as a tan solid from {4-[(methylsulfonyl)amino]phenyl}boronic acid (22 mg, 0.1 mmol), 1-methylethyl 4-{[(4-bromophenyl)oxy]methyl}-1-piperidinecarboxylate (prepared as in Example 9, Step 2, 36 mg, 0.1 mmol), Pd(PPh3)2Cl2 (25 mg, 0.04 mmol), 2M Na2CO3 (1 mL) and DME (1 mL) in a manner similar to Example 21, Step 3, and worked up in a manner similar to Example 9, Step 3. 1H NMR (400 MHz, CDCl3): δ 7.55-7.45 (m, 4H), 7.30-7.20 (m, 2H), 6.95 (d, 2H, J=8.6 ... Reactants: OCC=1C=CC=C2C=CC=NC12 (8-Hydroxymethylquinoline). Isolated yield 97.5%. Yields the product OCC=1C=CC=C2CCCNC12 (8-hydroxymethyl-1,2,3,4-tetrahydroquinoline). Run in CO (methanol). Procedure: 8-Hydroxymethylquinoline (1.0 g) was dissolved in methanol (30 ml). Platinum oxide (0.25 g) was added thereto and the mixture was subjected to catalytic reduction at 3.5 kg/cm2, 40° C. After completion of the catalytic reduction, the catalyst was filtered off and the filtrate was concentrated under reduced pressure. The resulting residue was recrystallized from ethyl acetate-n-hexane to give 8-hydroxymethyl-1,2,3,4-tetrahydroquinoline (1.0 g). Yellow needle crystals mp: 67°-68° C. As a reaction SMILES: [OH:1][CH2:2][C:3]1[CH:4]=[CH:5][CH:6]=[C:7]2[C:12]=1[N:11]=[CH:10][CH:9]=[CH:8]2>CO.[Pt]=O>[OH:1][CH2:2][C:3]1[CH:4]=[CH:5][CH:6]=[C:7]2[C:12]=1[NH:11][CH2:10][CH2:9][CH2:8]2. The reagents and catalysts are [Pt]=O (Platinum oxide).